Dataset: the Open Reaction Database (ORD), a public repository of structured organic reaction records. Task: describe an organic reaction: reactants, conditions, products, and yield Reactants: [Na] (sodium), ClC=1NC(C=2NC=NC2N1)=O (2-chlorohypoxanthine), O.Cl.ClC=1NC(C=2NC=NC2N1)=O (2-chloro-hypoxanthine-hydrochloride-monohydrate), alkali metal hydroxide, [OH-].[Na+] (sodium hydroxide). Solvent: O (water). Product: O.ClC=1NC(C=2NC=NC2N1)=O.[Na] (sodium 2-chlorohypoxanthine hydrate). Reaction SMILES: [Na:1].ClC1NC(=[O:12])C2NC=NC=2N=1.O.Cl.[Cl:15][C:16]1[NH:17][C:18](=[O:25])[C:19]2[NH:20][CH:21]=[N:22][C:23]=2[N:24]=1.[OH-].[Na+]>O>[OH2:12].[Cl:15][C:16]1[NH:17][C:18](=[O:25])[C:19]2[NH:20][CH:21]=[N:22][C:23]=2[N:24]=1.[Na:1] |f:2.3.4,5.6,8.9.10,^1:0,40|. Procedure: In order to prepare the sodium salt of 2-chlorohypoxanthine in highly pure form, 2-chloro-hypoxanthine-hydrochloride-monohydrate is suspended in water. Whilst cooling, the pH is adjusted to a value in the range from 9 to 10, preferably, 9.5 to 10, and more preferably, 9.7, using an aqueous solution of an inorganic base, preferably a solution of an alkali metal hydroxide and more preferably using concentrated sodium hydroxide solution. Reactants: CC(C)Cc1cc(C(F)(F)F)ccc1C=CC(=O)O, Cl, CC(N)c1cc(F)c(NS(C)(=O)=O)c(F)c1. The product is CC(C)Cc1cc(C(F)(F)F)ccc1C=CC(=O)NC(C)c1cc(F)c(NS(C)(=O)=O)c(F)c1. RXN SMILES: [CH2:18]([CH:19]([CH3:20])[CH3:21])[c:22]1[c:23]([CH:32]=[CH:33][C:34](=[O:35])[OH:36])[cH:24][cH:25][c:26]([C:28]([F:29])([F:30])[F:31])[cH:27]1.[ClH:17].[NH2:1][CH:2]([CH3:3])[c:4]1[cH:5][c:6]([F:16])[c:7]([NH:11][S:12](=[O:13])(=[O:14])[CH3:15])[c:8]([F:10])[cH:9]1>>[NH:1]([CH:2]([CH3:3])[c:4]1[cH:5][c:6]([F:16])[c:7]([NH:11][S:12](=[O:13])(=[O:14])[CH3:15])[c:8]([F:10])[cH:9]1)[C:34]([CH:33]=[CH:32][c:23]1[c:22]([CH2:18][CH:19]([CH3:20])[CH3:21])[cH:27][c:26]([C:28]([F:29])([F:30])[F:31])[cH:25][cH:24]1)=[O:35]. Reactants: O.ON1N=NC2=C1C=CC=C2 (1-hydroxybenzotriazole monohydrate), Cl.C(C)N=C=NCCCN(C)C (1-ethyl-3-(3-dimethylaminopropyl)carbodiimide hydrochloride), [N+](=O)([O-])C=1C=CC(=NC1)OC1=CC=C(C=C1)N (4-(5-nitropyridin-2-yloxy)phenylamine), C(C1=CC=2OCOC2C=C1)N1CCN(CC1)CC(=O)O ((4-piperonylpiperazin-1-yl)acetic acid). Solvent: CN(C)C=O (DMF). Reaction conditions: time 6 hour. Yields the product [N+](=O)([O-])C=1C=CC(=NC1)OC1=CC=C(C=C1)NC(CN1CCN(CC1)CC1=CC=2OCOC2C=C1)=O (N-[4-(5-nitropyridin-2-yloxy)phenyl]-2-(4-piperonylpiperazin-1-yl)acetamide). Reaction SMILES: [CH2:1]([N:11]1[CH2:16][CH2:15][N:14]([CH2:17][C:18]([OH:20])=O)[CH2:13][CH2:12]1)[C:2]1[CH:10]=[CH:9][C:8]2[O:7][CH2:6][O:5][C:4]=2[CH:3]=1.O.ON1C2C=CC=CC=2N=N1.Cl.C(N=C=NCCCN(C)C)C.[N+:44]([C:47]1[CH:48]=[CH:49][C:50]([O:53][C:54]2[CH:59]=[CH:58][C:57]([NH2:60])=[CH:56][CH:55]=2)=[N:51][CH:52]=1)([O-:46])=[O:45]>CN(C=O)C>[N+:44]([C:47]1[CH:48]=[CH:49][C:50]([O:53][C:54]2[CH:59]=[CH:58][C:57]([NH:60][C:18](=[O:20])[CH2:17][N:14]3[CH2:13][CH2:12][N:11]([CH2:1][C:2]4[CH:10]=[CH:9][C:8]5[O:7][CH2:6][O:5][C:4]=5[CH:3]=4)[CH2:16][CH2:15]3)=[CH:56][CH:55]=2)=[N:51][CH:52]=1)([O-:46])=[O:45] |f:1.2,3.4|. Procedure: A solution of (4-piperonylpiperazin-1-yl)acetic acid (13.9 g, 50 mmol) was suspended in DMF (400 mL), and to the resulting suspension were added 1-hydroxybenzotriazole monohydrate (8.42 g, 55 mmol), 1-ethyl-3-(3-dimethylaminopropyl)carbodiimide hydrochloride (10.5 g, 55 mmol) and 4-(5-nitropyridin-2-yloxy)phenylamine (11.6 g, 50 mmol) under ice cooling. The resulting solution was stirred for 6 hours at room temperature. The reaction solution was concentrated under reduced pressure. To the residu... Reactants: CC(=O)OC(C)(C)C(=O)Cl, CCOC(C)=O, O, CCCc1c(Cc2ccc(-c3ccccc3C#N)cc2)c(=O)n(C2CCC(O)CC2)c2ccnn12, c1ccncc1. Product: CCCc1c(Cc2ccc(-c3ccccc3C#N)cc2)c(=O)n(C2CCC(OC(=O)C(C)(C)OC(C)=O)CC2)c2ccnn12. Reaction SMILES: [C:36]([CH3:37])(=[O:38])[O:39][C:40]([C:41](=[O:42])[Cl:43])([CH3:44])[CH3:45].[CH3:46][CH2:47][O:48][C:49](=[O:50])[CH3:51].[OH2:52].[OH:1][CH:2]1[CH2:3][CH2:4][CH:5]([n:8]2[c:9]3[n:10]([c:11]([CH2:30][CH2:31][CH3:32])[c:12]([CH2:15][c:16]4[cH:17][cH:18][c:19](-[c:22]5[c:23]([C:28]#[N:29])[cH:24][cH:25][cH:26][cH:27]5)[cH:20][cH:21]4)[c:13]2=[O:14])[n:33][cH:34][cH:35]3)[CH2:6][CH2:7]1.[cH:53]1[cH:54][cH:55][n:56][cH:57][cH:58]1>>[O:1]([CH:2]1[CH2:3][CH2:4][CH:5]([n:8]2[c:9]3[n:10]([c:11]([CH2:30][CH2:31][CH3:32])[c:12]([CH2:15][c:16]4[cH:17][cH:18][c:19](-[c:22]5[c:23]([C:28]#[N:29])[cH:24][cH:25][cH:26][cH:27]5)[cH:20][cH:21]4)[c:13]2=[O:14])[n:33][cH:34][cH:35]3)[CH2:6][CH2:7]1)[C:41]([C:40]([O:39][C:36]([CH3:37])=[O:38])([CH3:44])[CH3:45])=[O:42]. The reactants are Cl (HCl), C(C)OC(=O)C=1N=C2N(C(=CC=C2)SCCNS(=O)(=O)C)C1 (2-ethoxycarbonyl-5-[2-(methylsulfonylamino)ethylthio]imidazo[1,2-a]pyridine), [OH-].[Na+] (NaOH), CO (methanol). The solvent is C(Cl)Cl (methylene chloride). Reaction conditions: time 2.5 hour. The product is C(=O)(O)CC=1N=C2N(C(=CC=C2)SCCNS(=O)(=O)C)C1 (2-carboxymethyl-5-[2-(methylsulfonylamino)ethylthio]imidazo[1,2-a]pyridine). Isolated yield 51.1%. RXN SMILES: C(O[C:4]([C:6]1[N:7]=[C:8]2[CH:13]=[CH:12][CH:11]=[C:10]([S:14][CH2:15][CH2:16][NH:17][S:18]([CH3:21])(=[O:20])=[O:19])[N:9]2[CH:22]=1)=O)C.[OH-:23].[Na+].Cl.[CH3:26][OH:27]>C(Cl)Cl>[C:26]([CH2:4][C:6]1[N:7]=[C:8]2[CH:13]=[CH:12][CH:11]=[C:10]([S:14][CH2:15][CH2:16][NH:17][S:18]([CH3:21])(=[O:19])=[O:20])[N:9]2[CH:22]=1)([OH:27])=[O:23] |f:1.2|. Procedure details: To a solution of 2-ethoxycarbonyl-5-[2-(methylsulfonylamino)ethylthio]imidazo[1,2-a]pyridine (1.65 g, 4.62 mmoles) in methanol (5 ml) was added 1N NaOH (6.93 ml, 6.93 mmoles) and the mixture was stirred at room temperature for 2.5 hours. After the reaction mixture was washed with methylene chloride, 1N HCl (17.39 ml, 17.39 mmoles) was added thereto and the solvent was distilled off. Water was added to the residue and the resulting solid was washed with water and dried to obtain 777 mg of the des...